Dataset: the Open Reaction Database (ORD), a public repository of structured organic reaction records. Task: describe an organic reaction: reactants, conditions, products, and yield Starting materials: CC(=O)c1c(C(=O)O)[nH]c(C)c1C, CC(C)(C)OC(=O)C1CC2CCCCC2N1C(=O)C(NC(=O)C(N)C1CCCCC1)C(C)(C)C, ClCCCl, CN(C)C=O, On1nnc2ccccc21. Product: CC(=O)c1c(C(=O)NC(C(=O)NC(C(=O)N2C(C(=O)OC(C)(C)C)CC3CCCCC32)C(C)(C)C)C2CCCCC2)[nH]c(C)c1C. Reaction SMILES: [C:1]([CH3:2])(=[O:3])[c:4]1[c:5]([C:11](=[O:12])[OH:13])[nH:6][c:7]([CH3:10])[c:8]1[CH3:9].[C:28]([CH3:29])([CH3:30])([CH3:31])[O:32][C:33](=[O:34])[CH:35]1[N:36]([C:44]([CH:45]([C:46]([CH3:47])([CH3:48])[CH3:49])[NH:50][C:51]([CH:52]([CH:53]2[CH2:54][CH2:55][CH2:56][CH2:57][CH2:58]2)[NH2:59])=[O:60])=[O:61])[CH:37]2[CH2:38][CH2:39][CH2:40][CH2:41][CH:42]2[CH2:43]1.[CH2:14]([Cl:15])[CH2:16][Cl:17].[O:62]=[CH:63][N:64]([CH3:65])[CH3:66].[OH:18][n:19]1[c:20]2[c:21]([cH:22][cH:23][cH:24][cH:25]2)[n:26][n:27]1>>[C:1]([CH3:2])(=[O:3])[c:4]1[c:5]([C:11](=[O:13])[NH:59][CH:52]([C:51]([NH:50][CH:45]([C:44]([N:36]2[CH:35]([C:33]([O:32][C:28]([CH3:29])([CH3:30])[CH3:31])=[O:34])[CH2:43][CH:42]3[CH:37]2[CH2:38][CH2:39][CH2:40][CH2:41]3)=[O:61])[C:46]([CH3:47])([CH3:48])[CH3:49])=[O:60])[CH:53]2[CH2:54][CH2:55][CH2:56][CH2:57][CH2:58]2)[nH:6][c:7]([CH3:10])[c:8]1[CH3:9]. Starting materials: CC(C)C[AlH]CC(C)C (DIBAL-H), BrC1=C(C=C(C(=O)OC)C=C1)OC(F)(F)F (Methyl 4-bromo-3-(trifluoromethoxy)benzoate), O (water). Solvent: C1CCOC1 (THF). Reaction conditions: temperature 0 celsius, time 10 minute. Product: BrC1=C(C=C(C=C1)CO)OC(F)(F)F ((4-Bromo-3-(trifluoromethoxy)phenyl)methanol). RXN SMILES: [Br:1][C:2]1[CH:11]=[CH:10][C:5]([C:6](OC)=[O:7])=[CH:4][C:3]=1[O:12][C:13]([F:16])([F:15])[F:14].CC(C[AlH]CC(C)C)C.O>C1COCC1>[Br:1][C:2]1[CH:11]=[CH:10][C:5]([CH2:6][OH:7])=[CH:4][C:3]=1[O:12][C:13]([F:14])([F:16])[F:15]. Procedure: To a cooled and stirred solution of methyl 4-bromo-3-(trifluoromethoxy)benzoate (28.2, 2.60 g, 8.70 mmol) in THF (20 mL) under nitrogen, was added DIBAL-H (19.2 mL, 1.0 M in toluene) at −78° C. The reaction mixture was stirred at 0° C. for 10 minutes and 5.0 mL of water was added. The resulting mixture was stirred at room temperature for 2 hours. The solid was then filtered off. EtOAc (100 mL) was added, and the mixture was washed with brine (20 mL) and dried with Na2SO4. The solvent was removed... Starting materials: Cl.NO (hydroxylamine hydrochloride), N1=CC=CC=C1 (pyridine), C(C)(=O)C=1C(C(=C(NC1C)C)C(=O)O)C1=C(C=CC=C1)[N+](=O)[O-] (5-acetyl-1,4-dihydro-2,6-dimethyl-4-(2-nitrophenyl)-3-pyridinecarboxylic acid). Solvent: C(C)O (ethanol). The product is C(C)OC(=O)C=1C(C2C(NC1C)(ON=C2C)C)C2=C(C=CC=C2)[N+](=O)[O-] (3a,4,7,7a-Tetrahydro-3,6,7a-Trimethyl-4-(2-Nitrophenyl)-Isoxazolo[5,4-b]Pyridine-5-Carboxylic Acid Ethyl Ester). Reaction SMILES: [C:1]([C:4]1[CH:5]([C:15]2[CH:20]=[CH:19][CH:18]=[CH:17][C:16]=2[N+:21]([O-:23])=[O:22])[C:6]([C:12]([OH:14])=[O:13])=[C:7]([CH3:11])[NH:8][C:9]=1[CH3:10])(=O)[CH3:2].Cl.[NH2:25][OH:26].N1[CH:32]=[CH:31]C=CC=1>C(O)C>[CH2:31]([O:14][C:12]([C:6]1[CH:5]([C:15]2[CH:20]=[CH:19][CH:18]=[CH:17][C:16]=2[N+:21]([O-:23])=[O:22])[CH:4]2[C:1]([CH3:2])=[N:25][O:26][C:9]2([CH3:10])[NH:8][C:7]=1[CH3:11])=[O:13])[CH3:32] |f:1.2|. Procedure: A mixture of 5-acetyl-1,4-dihydro-2,6-dimethyl-4-(2-nitrophenyl)-3-pyridinecarboxylic acid (J. A. Berson and E. Brown, J. Amer. Chem. Soc., 77, 444 (1955), 2.34 g), hydroxylamine hydrochloride (0.71 g), pyridine (0.81 g), and ethanol (50 mL)) was heated under reflux on a steam bath for 4 hours, then evaporated on a rotary evaporator. The residue was dissolved in hot methanol, and the solution was filtered. The filtrate was concentrated on a rotary evaporator, and chilled in an ice-bath to cause ... The reactants are [Br-], C1CCOC1, C[Si](C)(C)[N-][Si](C)(C)C, C[P+](c1ccccc1)(c1ccccc1)c1ccccc1, CCCC(=O)c1c(C)nn2c(-c3ccc(Cl)cc3Cl)c(C)oc12, [Na+]. Product: C=C(CCC)c1c(C)nn2c(-c3ccc(Cl)cc3Cl)c(C)oc12. As a reaction SMILES: [Br-:34].[CH2:55]1[O:56][CH2:57][CH2:58][CH2:59]1.[CH3:2][Si:3]([N-:4][Si:5]([CH3:6])([CH3:7])[CH3:8])([CH3:9])[CH3:10].[CH3:35][P+:36]([c:37]1[cH:38][cH:39][cH:40][cH:41][cH:42]1)([c:43]1[cH:44][cH:45][cH:46][cH:47][cH:48]1)[c:49]1[cH:50][cH:51][cH:52][cH:53][cH:54]1.[Cl:11][c:12]1[c:13](-[c:19]2[n:20]3[c:21]([o:22][c:23]2[CH3:24])[c:25]([C:29]([CH2:30][CH2:31][CH3:32])=[O:33])[c:26]([CH3:28])[n:27]3)[cH:14][cH:15][c:16]([Cl:18])[cH:17]1.[Na+:1]>>[CH2:2]=[C:29]([c:25]1[c:21]2[n:20]([c:19](-[c:13]3[c:12]([Cl:11])[cH:17][c:16]([Cl:18])[cH:15][cH:14]3)[c:23]([CH3:24])[o:22]2)[n:27][c:26]1[CH3:28])[CH2:30][CH2:31][CH3:32]. Starting materials: C(CCN)N (propane-1,3-diamine), O1CCCC1 (tetrahydrofuran), N1=CC=CC=C1 (pyridine). The product is N1=C(C=CC2=CC=CC=C12)NCCCN (N-(quinolin-2-yl)propane-1,3-diamine). The yield is 82.0%. RXN SMILES: [CH2:1]([NH2:5])[CH2:2][CH2:3][NH2:4].O1[CH2:10][CH2:9][CH2:8][CH2:7]1.[N:11]1[CH:16]=[CH:15][CH:14]=[CH:13][CH:12]=1>>[N:11]1[C:12]2[C:10](=[CH:16][CH:15]=[CH:14][CH:13]=2)[CH:9]=[CH:8][C:7]=1[NH:4][CH2:3][CH2:2][CH2:1][NH2:5]. Procedure: To a solution of propane-1,3-diamine (65.1 ml, 0.764 mol) in dry pyridine (25 ml) kept under an atmosphere of nitrogen 2-chloro-quinoline (25 g, 0.153 mol) was added. The reaction mixture was heated at reflux temperature for 18 h. To the cooled reaction mixture was added tetrahydrofuran (100 ml) and the precipitate was filtered off and washed with tetrahydrofuran (2×50 ml). The solvent was evaporated in vacuo and the residue purified by distillation at 154° C. and 2.5×10-2 mbar affording 25.34 g...